From a dataset of the Open Reaction Database (ORD), a public repository of structured organic reaction records. describe an organic reaction: reactants, conditions, products, and yield Starting materials: C(C)(C)(C)OC(=O)N1N=CC2=CC(=CC=C12)C1=NC2=CC(=C(C=C2N=C1N1[C@H](CCC1)C)C(=O)OC)OC ((S)-methyl 2-(1-(tert-butoxycarbonyl)-1H-indazol-5-yl)-7-methoxy-3-(2-methylpyrrolidin-1-yl)quinoxaline-6-carboxylate), FC(C(=O)O)(F)F (trifluoroacetic acid), C([O-])(O)=O.[Na+] (sodium bicarbonate). Run in ClCCl (dichloromethane). Reaction conditions: time 8 hour. Product: N1N=CC2=CC(=CC=C12)C1=NC2=CC(=C(C=C2N=C1N1[C@H](CCC1)C)C(=O)OC)OC ((S)-methyl 2-(1H-indazol-5-yl)-7-methoxy-3-(2-methylpyrrolidin-1-yl)quinoxaline-6-carboxylate). Yield: 96.0%. Reaction SMILES: C(OC([N:8]1[C:16]2[C:11](=[CH:12][C:13]([C:17]3[C:26]([N:27]4[CH2:31][CH2:30][CH2:29][C@@H:28]4[CH3:32])=[N:25][C:24]4[C:19](=[CH:20][C:21]([O:37][CH3:38])=[C:22]([C:33]([O:35][CH3:36])=[O:34])[CH:23]=4)[N:18]=3)=[CH:14][CH:15]=2)[CH:10]=[N:9]1)=O)(C)(C)C.FC(F)(F)C(O)=O.C(=O)(O)[O-].[Na+]>ClCCl>[NH:8]1[C:16]2[C:11](=[CH:12][C:13]([C:17]3[C:26]([N:27]4[CH2:31][CH2:30][CH2:29][C@@H:28]4[CH3:32])=[N:25][C:24]4[C:19](=[CH:20][C:21]([O:37][CH3:38])=[C:22]([C:33]([O:35][CH3:36])=[O:34])[CH:23]=4)[N:18]=3)=[CH:14][CH:15]=2)[CH:10]=[N:9]1 |f:2.3|. Procedure: To a solution of (S)-methyl 2-(1-(tert-butoxycarbonyl)-1H-indazol-5-yl)-7-methoxy-3-(2-methylpyrrolidin-1-yl)quinoxaline-6-carboxylate (310 mg, crude) in dichloromethane (32 ml) was added trifluoroacetic acid (8 ml). After stirring overnight at room temperature, the pH value was adjusted to 7 with aqueous sodium bicarbonate and extracted with dichloromethane (2×25 ml). The organic layers were combined, dried over anhydrous magnesium sulfate and concentrated under vacuum to give a residue, which ...